From a dataset of the Open Reaction Database (ORD), a public repository of structured organic reaction records. describe an organic reaction: reactants, conditions, products, and yield As a reaction SMILES: [C:33]([CH:34]=[CH:35][CH2:36][CH2:37][CH3:38])(=[O:39])[OH:40].[CH3:41][N:42]([CH3:43])[c:44]1[cH:45][cH:46][n:47][cH:48][cH:49]1.[CH:1]1([N:2]=[C:3]=[N:4][CH:5]2[CH2:6][CH2:7][CH2:8][CH2:9][CH2:10]2)[CH2:11][CH2:12][CH2:13][CH2:14][CH2:15]1.[Cl:50][CH2:51][Cl:52].[OH:16][c:17]1[cH:18][cH:19][c:20](-[c:23]2[s:24][c:25]([CH2:28][CH2:29][CH2:30][CH2:31][CH3:32])[n:26][n:27]2)[cH:21][cH:22]1>>[O:16]([c:17]1[cH:18][cH:19][c:20](-[c:23]2[s:24][c:25]([CH2:28][CH2:29][CH2:30][CH2:31][CH3:32])[n:26][n:27]2)[cH:21][cH:22]1)[C:33]([CH:34]=[CH:35][CH2:36][CH2:37][CH3:38])=[O:39]. The reactants are CCCC=CC(=O)O, CN(C)c1ccncc1, C(=NC1CCCCC1)=NC1CCCCC1, ClCCl, CCCCCc1nnc(-c2ccc(O)cc2)s1. Product: CCCC=CC(=O)Oc1ccc(-c2nnc(CCCCC)s2)cc1. Starting materials: CC(=O)SC1CC(C(=O)Nc2cccc(C(=O)O)c2)N(C(=O)OCc2ccc([N+](=O)[O-])cc2)C1, CN1CCOCC1, O=C(Cl)C(=O)Cl, ClCCl, Cl, NCC(=O)OCc1ccc([N+](=O)[O-])cc1, CN(C)C=O. The product is CC(=O)SC1CC(C(=O)Nc2cccc(C(=O)NCC(=O)OCc3ccc([N+](=O)[O-])cc3)c2)N(C(=O)OCc2ccc([N+](=O)[O-])cc2)C1. As a reaction SMILES: [C:1]([CH3:2])(=[O:3])[S:4][CH:5]1[CH2:6][CH:7]([C:23]([NH:24][c:25]2[cH:26][c:27]([C:31](=[O:32])[OH:33])[cH:28][cH:29][cH:30]2)=[O:34])[N:8]([C:10](=[O:11])[O:12][CH2:13][c:14]2[cH:15][cH:16][c:17]([N+:20](=[O:21])[O-:22])[cH:18][cH:19]2)[CH2:9]1.[CH3:57][N:58]1[CH2:59][CH2:60][O:61][CH2:62][CH2:63]1.[Cl:35][C:36]([C:37]([Cl:38])=[O:39])=[O:40].[Cl:64][CH2:65][Cl:66].[ClH:41].[NH2:42][CH2:43][C:44](=[O:45])[O:46][CH2:47][c:48]1[cH:49][cH:50][c:51]([N+:54](=[O:55])[O-:56])[cH:52][cH:53]1.[O:67]=[CH:68][N:69]([CH3:70])[CH3:71]>>[C:1]([CH3:2])(=[O:3])[S:4][CH:5]1[CH2:6][CH:7]([C:23]([NH:24][c:25]2[cH:26][c:27]([C:31](=[O:33])[NH:42][CH2:43][C:44](=[O:45])[O:46][CH2:47][c:48]3[cH:49][cH:50][c:51]([N+:54](=[O:55])[O-:56])[cH:52][cH:53]3)[cH:28][cH:29][cH:30]2)=[O:34])[N:8]([C:10](=[O:11])[O:12][CH2:13][c:14]2[cH:15][cH:16][c:17]([N+:20](=[O:21])[O-:22])[cH:18][cH:19]2)[CH2:9]1. Reactants: C1(=CC=CC=C1)C=1OC(=C2C=CC=CC12)C1=CC=CC=C1 (diphenylisobenzofuran), BrC1=CC=C2C=CC=3C=CC=C1C32 (5-bromoacenaphthylene). The solvent is C1(=CC=CC=C1)C (toluene). Conditions: temperature 80 celsius. Product: BrC1=C2C=CC=C3C=4C(=C5C(=C(C4C(C=C1)=C32)C3=CC=CC=C3)C=CC=C5)C5=CC=CC=C5 (3-bromo-7,12-diphenylbenzo[k]fluoranthene). Isolated yield 78.3%. Reaction SMILES: [C:1]1([C:7]2O[C:9]([C:16]3[CH:21]=[CH:20][CH:19]=[CH:18][CH:17]=3)=[C:10]3[C:15]=2[CH:14]=[CH:13][CH:12]=[CH:11]3)[CH:6]=[CH:5][CH:4]=[CH:3][CH:2]=1.[Br:22][C:23]1[C:33]2[C:34]3[C:26]([CH:27]=[CH:28][C:29]=3[CH:30]=[CH:31][CH:32]=2)=[CH:25][CH:24]=1>C1(C)C=CC=CC=1>[Br:22][C:23]1[CH:24]=[CH:25][C:26]2=[C:34]3[C:33]=1[CH:32]=[CH:31][CH:30]=[C:29]3[C:28]1[C:7]([C:1]3[CH:6]=[CH:5][CH:4]=[CH:3][CH:2]=3)=[C:15]3[CH:14]=[CH:13][CH:12]=[CH:11][C:10]3=[C:9]([C:16]3[CH:21]=[CH:20][CH:19]=[CH:18][CH:17]=3)[C:27]=12. Reported procedure: 5 g (18.5 mmol) of diphenylisobenzofuran and 4.3 g (18.5 mmol) of 5-bromoacenaphthylene in toluene were agitated for 24 hours at the reflux temperature. The solvent was distilled off in vacuum, after which the residue was dissolved in 500 ml of acetic acid. An aqueous 40% hydrobromic acid solution, 50 cm3, was added to the solution, which was heated at 80° C. for one hour. After cooling to room temperature, the precipitate was collected by filtration. This was purified by silica gel chromatograp... Reactants: CC(C)(C)OC(=O)N1CC(Nc2ccc3c(n2)-c2sc(-c4ncnn4-c4ccc(F)cc4F)cc2CCO3)C1, CCOC(C)=O, Cl. Yields the product Fc1ccc(-n2ncnc2-c2cc3c(s2)-c2nc(NC4CNC4)ccc2OCC3)c(F)c1. Reaction SMILES: [C:1]([O:2][C:3](=[O:4])[N:8]1[CH2:9][CH:10]([NH:12][c:13]2[cH:14][cH:15][c:16]3[c:17]([n:39]2)-[c:18]2[s:19][c:20](-[c:26]4[n:27](-[c:31]5[c:32]([F:38])[cH:33][c:34]([F:37])[cH:35][cH:36]5)[n:28][cH:29][n:30]4)[cH:21][c:22]2[CH2:23][CH2:24][O:25]3)[CH2:11]1)([CH3:5])([CH3:6])[CH3:7].[CH3:41][CH2:42][O:43][C:44]([CH3:45])=[O:46].[ClH:40]>>[NH:8]1[CH2:9][CH:10]([NH:12][c:13]2[cH:14][cH:15][c:16]3[c:17]([n:39]2)-[c:18]2[s:19][c:20](-[c:26]4[n:27](-[c:31]5[c:32]([F:38])[cH:33][c:34]([F:37])[cH:35][cH:36]5)[n:28][cH:29][n:30]4)[cH:21][c:22]2[CH2:23][CH2:24][O:25]3)[CH2:11]1. Reactants: C(C)(C)(C)OC(NCCCCC1=CC=C(C=C1)OCC#N)=O ([4-(4-Cyanomethoxyphenyl)butyl]carbamic acid tert-butyl ester), FC(C(=O)O)(F)F (Trifluoroacetic acid). The solvent is ClCCl (dichloromethane). Conditions: time 2 hour. Yields the product NCCCCC1=CC=C(OCC#N)C=C1 ([4-(4-Aminobutyl)phenoxy]acetonitrile). Reaction SMILES: C(OC(=O)[NH:7][CH2:8][CH2:9][CH2:10][CH2:11][C:12]1[CH:17]=[CH:16][C:15]([O:18][CH2:19][C:20]#[N:21])=[CH:14][CH:13]=1)(C)(C)C.FC(F)(F)C(O)=O>ClCCl>[NH2:7][CH2:8][CH2:9][CH2:10][CH2:11][C:12]1[CH:17]=[CH:16][C:15]([O:18][CH2:19][C:20]#[N:21])=[CH:14][CH:13]=1. Reported procedure: Compound 40 (0.105 g, 0.345 mmol) was dissolved in dichloromethane (10 mL). Trifluoroacetic acid (2 mL) was added in one portion. The mixture was stirred at room temperature for 2 h, and then concentrated under vacuum to dryness. The crude residue was used directly without further purification. 1H NMR (300 MHz, CD3OD): δ 1.60-1.75 (m, 4H), 2.65 (t, 2H), 2.92 (t, 2H), 4.38 (s, 2H), 6.96 (d, 2H), 7.20 (d, 2H). m/z (APCI): 205 [C12H16N2O+H]+. Starting materials: C(=O)(O)CCN1N=NN=C1S (1-(2-carboxyethyl)tetrazole-5-thiol), C(=O)(O)CN1N=NN=C1S (1-carboxymethyltetrazole-5-thiol). Yields the product C(N)(=O)CCN1N=NN=C1S (1-(2-carbamoylethyl)tetrazole-5-thiol). As a reaction SMILES: [C:1]([CH2:4][CH2:5][N:6]1[C:10]([SH:11])=[N:9][N:8]=[N:7]1)(O)=[O:2].C(C[N:16]1C(S)=NN=N1)(O)=O>>[C:1]([CH2:4][CH2:5][N:6]1[C:10]([SH:11])=[N:9][N:8]=[N:7]1)(=[O:2])[NH2:16]. Reported procedure: When an equivalent amount of 1-(2-carboxyethyl)tetrazole-5-thiol was substituted in the procedure of Example 5 for 1-carboxymethyltetrazole-5-thiol, 1-(2-carbamoylethyl)tetrazole-5-thiol was obtained, m.p. 181°-182° (dec.).